describe an organic reaction: reactants, conditions, products, and yield From a dataset of the Open Reaction Database (ORD), a public repository of structured organic reaction records. The reactants are [H-].[Na+] (sodium hydride), OC1=CC2=C(OC(=CO2)C(=O)N2CCN(CC2)C(C2=CC=C(C=C2)F)C2=CC=C(C=C2)F)C=C1 (6-hydroxy-2-{4-[bis-(4-fluorophenyl)methyl]piperazin-1-ylcarbonyl}-1,4-benzodioxin), CI (methyl iodide). Run in CN(C=O)C (N,N-dimethylformamide). Reaction conditions: time 15 minute. Yields the product COC1=CC2=C(OC(=CO2)C(=O)N2CCN(CC2)C(C2=CC=C(C=C2)F)C2=CC=C(C=C2)F)C=C1 (6-Methoxy-2-{4-[bis-(4-fluorophenyl)methyl]piperazin-1-ylcarbonyl}-1,4-benzodioxin). Yield: 83.0%. RXN SMILES: [H-].[Na+].[OH:3][C:4]1[CH:36]=[CH:35][C:7]2[O:8][C:9]([C:12]([N:14]3[CH2:19][CH2:18][N:17]([CH:20]([C:28]4[CH:33]=[CH:32][C:31]([F:34])=[CH:30][CH:29]=4)[C:21]4[CH:26]=[CH:25][C:24]([F:27])=[CH:23][CH:22]=4)[CH2:16][CH2:15]3)=[O:13])=[CH:10][O:11][C:6]=2[CH:5]=1.[CH3:37]I>CN(C)C=O>[CH3:37][O:3][C:4]1[CH:36]=[CH:35][C:7]2[O:8][C:9]([C:12]([N:14]3[CH2:15][CH2:16][N:17]([CH:20]([C:28]4[CH:33]=[CH:32][C:31]([F:34])=[CH:30][CH:29]=4)[C:21]4[CH:22]=[CH:23][C:24]([F:27])=[CH:25][CH:26]=4)[CH2:18][CH2:19]3)=[O:13])=[CH:10][O:11][C:6]=2[CH:5]=1 |f:0.1|. Procedure: Add 0.98 mmol of 60% sodium hydride suspended in oil to a solution of 0.82 mmol of 6-hydroxy-2-{4-[bis-(4-fluorophenyl)methyl]piperazin-1-ylcarbonyl}-1,4-benzodioxin in 10 cm3 of N,N-dimethylformamide under a nitrogen atmosphere. Stir for 15 minutes at room temperature, then add dropwise 0.98 mmol of methyl iodide. Stir for 2 hours at room temperature and then concentrate to dryness under reduced pressure and purify the resulting crude product by chromatography on a silica column (eluant:petrole... The reactants are CCOC(=O)CC#N, C1CCNCC1, CC(=O)O, CCCC=O, [H][H]. Product: CCCCC(C#N)C(=O)OCC. As a reaction SMILES: [C:6](#[N:7])[CH2:8][C:9](=[O:10])[O:11][CH2:12][CH3:13].[CH2:14]1[CH2:15][CH2:16][NH:17][CH2:18][CH2:19]1.[CH3:22][C:23](=[O:24])[OH:25].[CH:1]([CH2:2][CH2:3][CH3:4])=[O:5].[H:20][H:21]>>[CH2:1]([CH2:2][CH2:3][CH3:4])[CH:8]([C:6]#[N:7])[C:9](=[O:10])[O:11][CH2:12][CH3:13]. Starting materials: S[C@H](C(=O)O)CC(C)C ((S)-2-mercapto-4 methylpentanoic acid), O (H2O), C1(=CC=C(C=C1)S(=O)(=O)O)C (p-toluenesulfonic acid). Solvent: C(Cl)(Cl)Cl (CHCl3), C(Cl)(Cl)Cl (CHCl3), C(C)O (ethanol), C(Cl)(Cl)Cl (CHCl3). Run at time 4 hour. The product is S[C@H](C(=O)OCC)CC(C)C (Ethyl (S)-2-Mercapto-4-methylpentanoate). Isolated yield 3077.9%. RXN SMILES: [SH:1][C@@H:2]([CH2:6][CH:7]([CH3:9])[CH3:8])[C:3]([OH:5])=[O:4].[C:10]1(C)C=CC(S(O)(=O)=O)=C[CH:11]=1.O>C(O)C.C(Cl)(Cl)Cl>[SH:1][C@@H:2]([CH2:6][CH:7]([CH3:9])[CH3:8])[C:3]([O:5][CH2:10][CH3:11])=[O:4]. Reported procedure: A solution of 7.2 g (48.6 mmole) of (S)-2-mercapto-4 methylpentanoic acid [J. A. Yankeelov, Jr., K. F. Fok, and D. J. Carothers, J. Org Chem., 43, 1623 (1978)] and 219 mg of p-toluenesulfonic acid in 12 ml of absolute ethanol and 12 ml of CHCl3 was stirred under reflux with collection of liberated H2O in a Dean-Stark trap pre-filled with CHCl3. After 4 hours, the solution was cooled, diluted with an equal volume of CHCl3, and washed successively with H2O, saturated aqueous NaHCO3 solution, and H... Reactants: C(C)C(CC)(CC\C=C(/C)\C1=CC(=CC=C1)O)O ((E)-3-ethyl-7-(3-hydroxyphenyl)oct-6-en-3-ol), BrCC=1C=C(C(C(=O)OC)=CC1)C(=O)OC (dimethyl 4-bromomethylphthalate). The product is OCC=1C=C(COC=2C=C(C=CC2)/C(=C/CCC(CC)(O)CC)/C)C=CC1CO ((E)-7-[3-(3,4-bis-Hydroxymethylbenzyloxy)phenyl]-3-ethyloct-6-en-3-ol). Yield: 84.3%. RXN SMILES: [CH2:1]([C:3]([OH:18])([CH2:6][CH2:7]/[CH:8]=[C:9](/[C:11]1[CH:16]=[CH:15][CH:14]=[C:13]([OH:17])[CH:12]=1)\[CH3:10])[CH2:4][CH3:5])[CH3:2].Br[CH2:20][C:21]1[CH:22]=[C:23]([C:31](OC)=[O:32])[C:24](=[CH:29][CH:30]=1)[C:25](OC)=[O:26]>>[OH:32][CH2:31][C:23]1[CH:22]=[C:21]([CH:30]=[CH:29][C:24]=1[CH2:25][OH:26])[CH2:20][O:17][C:13]1[CH:12]=[C:11](/[C:9](/[CH3:10])=[CH:8]/[CH2:7][CH2:6][C:3]([CH2:4][CH3:5])([OH:18])[CH2:1][CH3:2])[CH:16]=[CH:15][CH:14]=1. Reported procedure: In a manner similar to Example 64(d), by reacting 112 mg (0.39 mmol) of (E)-3-ethyl-7-(3-hydroxyphenyl)oct-6-en-3-ol with 145 mg (0.51 mmol) of dimethyl 4-bromomethylphthalate, 131 mg (74%) of expected product are obtained in the form of an oil. RXN SMILES: [Cl:1][C:2]1[CH:3]=[C:4]([N:9]2[C:13]([C:14]#[N:15])=[C:12]([C:16]([O:18]CC)=[O:17])[CH:11]=[N:10]2)[CH:5]=[CH:6][C:7]=1[CH3:8].[OH-:21].[K+].O>C(O)C.C(O)(=O)C>[C:16]([C:12]1[CH:11]=[N:10][N:9]([C:4]2[CH:5]=[CH:6][C:7]([CH3:8])=[C:2]([Cl:1])[CH:3]=2)[C:13]=1[C:14]([NH2:15])=[O:21])([OH:18])=[O:17] |f:1.2|. Procedure: A 9.5 g. portion of ethyl 1-(3-chloro-4-methylphenyl)-5-cyano-4-pyrazolecarboxylate was dissolved in250 ml. of ethanol, and 2 g. of potassium hydroxide was added. The mixture was then stirred under reflux for 30 minutes. One hundred ml. of water wasadded, and the mixture was stirred under reflux for an additional 4 hours. Isolation of the product was attempted, but it was found to be a difficultly separable mixture, and the entire reaction mixture was returned to the flask, redissolved in aqueou... Solvent: C(C)O (ethanol), C(C)O (ethanol), C(C)(=O)O (acetic acid). Product: C(=O)(O)C=1C=NN(C1C(=O)N)C1=CC(=C(C=C1)C)Cl (4-Carboxy-1-(3-chloro-4-methylphenyl)-5-pyrazolecarboxamide). Reactants: ClC=1C=C(C=CC1C)N1N=CC(=C1C#N)C(=O)OCC (ethyl 1-(3-chloro-4-methylphenyl)-5-cyano-4-pyrazolecarboxylate), [OH-].[K+] (potassium hydroxide), [OH-].[K+] (potassium hydroxide), O (water). Product: CC(C)(C)OC(=O)N1CCC(=O)N(OCc2ccccc2)CC1Cc1ccccc1. Starting materials: CC(C)(C)OC(=O)N(CCC(=O)NOCc1ccccc1)C(CO)Cc1ccccc1, CC(C)OC(=O)N=NC(=O)OC(C)C, C1CCOC1, c1ccc(P(c2ccccc2)c2ccccc2)cc1. Reaction SMILES: [C:34]([CH3:35])([CH3:36])([CH3:37])[O:38][C:39]([N:40]([CH:41]([CH2:42][c:43]1[cH:44][cH:45][cH:46][cH:47][cH:48]1)[CH2:49][OH:50])[CH2:51][CH2:52][C:53]([NH:54][O:55][CH2:56][c:57]1[cH:58][cH:59][cH:60][cH:61][cH:62]1)=[O:63])=[O:64].[O:1]=[C:2]([O:3][CH:4]([CH3:5])[CH3:6])[N:7]=[N:8][C:9]([O:10][CH:11]([CH3:12])[CH3:13])=[O:14].[O:65]1[CH2:66][CH2:67][CH2:68][CH2:69]1.[c:15]1([P:16]([c:17]2[cH:18][cH:19][cH:20][cH:21][cH:22]2)[c:23]2[cH:24][cH:25][cH:26][cH:27][cH:28]2)[cH:29][cH:30][cH:31][cH:32][cH:33]1>>[C:34]([CH3:35])([CH3:36])([CH3:37])[O:38][C:39]([N:40]1[CH:41]([CH2:42][c:43]2[cH:44][cH:45][cH:46][cH:47][cH:48]2)[CH2:49][N:54]([O:55][CH2:56][c:57]2[cH:58][cH:59][cH:60][cH:61][cH:62]2)[C:53](=[O:63])[CH2:52][CH2:51]1)=[O:64]. Reactants: COCCBr, O=C([O-])[O-], CC#N, OC1(c2cccc(F)c2F)CCNC1, [K+], [K+], O=C(O)C(=O)O. Product: COCCN1CCC(O)(c2cccc(F)c2F)C1. Reaction SMILES: [Br:21][CH2:22][CH2:23][O:24][CH3:25].[C:15](=[O:16])([O-:17])[O-:18].[CH3:32][C:33]#[N:34].[F:1][c:2]1[c:3]([C:9]2([OH:14])[CH2:10][NH:11][CH2:12][CH2:13]2)[cH:4][cH:5][cH:6][c:7]1[F:8].[K+:19].[K+:20].[OH:26][C:27]([C:28](=[O:29])[OH:30])=[O:31]>>[F:1][c:2]1[c:3]([C:9]2([OH:14])[CH2:10][N:11]([CH2:22][CH2:23][O:24][CH3:25])[CH2:12][CH2:13]2)[cH:4][cH:5][cH:6][c:7]1[F:8]. Starting materials: [Li]CCCC (n-BuLi), COC1=CC=2CC3=CC=CC=C3C2C=C1 (2-methoxyfluorene), CCOC(=O)C (EtOAc), BrCCC1OCCO1 (2-(2-bromoethyl)-1,3-dioxolane). The solvent is C1CCOC1 (THF), CCCCCC (hexane). Run at time 8 hour. The product is COC1=CC=2C(C3=CC=CC=C3C2C=C1)CCC1OCCO1 (2-[(2-Methoxyfluoren-9-yl)ethyl]-1,3-dioxolane). Yield: 68.3%. RXN SMILES: [Li]CCCC.[CH3:6][O:7][C:8]1[CH:20]=[CH:19][C:18]2[C:17]3[C:12](=[CH:13][CH:14]=[CH:15][CH:16]=3)[CH2:11][C:10]=2[CH:9]=1.Br[CH2:22][CH2:23][CH:24]1[O:28][CH2:27][CH2:26][O:25]1.CCOC(C)=O>C1COCC1.CCCCCC>[CH3:6][O:7][C:8]1[CH:20]=[CH:19][C:18]2[C:17]3[C:12](=[CH:13][CH:14]=[CH:15][CH:16]=3)[CH:11]([CH2:22][CH2:23][CH:24]3[O:28][CH2:27][CH2:26][O:25]3)[C:10]=2[CH:9]=1. Procedure: A solution of n-BuLi (2.5 M in hexane, 6.4 mL, 16.0 mmol) was slowly added into a cooled (-78° C.) solution of 2-methoxyfluorene (prepared according to example 10; 3.1 g, 15.8 mmol) in 100 ml THF. The reaction mixture became dark red and a solid started to precipitate out. After 30 minutes 2-(2-bromoethyl)-1,3-dioxolane (5.8 g, 32.0 mmol) was added to the cold solution and the solution was warmed up to room temperature. The reaction mixture was stirred overnight at room temperature. TLC (silica,...